Dataset: the Open Reaction Database (ORD), a public repository of structured organic reaction records. Task: describe an organic reaction: reactants, conditions, products, and yield Yields the product ClC1=C(C=CC(=C1)Cl)S(=O)(=O)NC=1C=C(C(=O)NCC)C=CC1OC1=C(C=C(C=C1)CC(NCC)=O)OC (3-(2,4-Dichloro-benzenesulfonylamino)-N-ethyl-4-(4-ethylcarbamoylmethyl-2-methoxy-phenoxy)-benzamide). The reactants are ClC1=C(C=CC(=C1)Cl)S(=O)(=O)NC1=C(OC2=C(C=C(C=C2)CC(=O)O)OC)C=CC(=C1)C(NCC)=O ((4-[2-(2,4-Dichloro-benzenesulfonyl-amino)-4-ethylcarbamoyl-phenoxy]-3-methoxy-phenyl)-acetic acid), C(CCl)Cl (EDC), C=1C=CC2=C(C1)N=NN2O (HOBt), C(C)N (ethylamine), C1CCOC1 (THF). Reported procedure: A mixture of acid (12) (63 mg, 0.114 mmol), EDC (44 mg, 0.228 mmol), HOBt (18 mg, 0.114 mmol), 114 μL of 2N ethylamine in THF (0.228 mmol) in 1 mL of methylene chloride was allowed to stir for 24 h at room temperature. Upon completion, the solvent was removed and 10 mL of 2N HCl aqueous solution was added and the resulting mixture was extracted with EtOAc (4×20 mL). The combined extracts were washed with water and brine, dried over anhydrous sodium sulfate and concentrated. The residue was purif... Reaction SMILES: [Cl:1][C:2]1[CH:7]=[C:6]([Cl:8])[CH:5]=[CH:4][C:3]=1[S:9]([NH:12][C:13]1[CH:31]=[C:30]([C:32](=[O:36])[NH:33][CH2:34][CH3:35])[CH:29]=[CH:28][C:14]=1[O:15][C:16]1[CH:21]=[CH:20][C:19]([CH2:22][C:23]([OH:25])=O)=[CH:18][C:17]=1[O:26][CH3:27])(=[O:11])=[O:10].C(Cl)CCl.C1C=C[C:44]2N(O)N=[N:47][C:45]=2C=1.C(N)C.C1COCC1>C(Cl)Cl>[Cl:1][C:2]1[CH:7]=[C:6]([Cl:8])[CH:5]=[CH:4][C:3]=1[S:9]([NH:12][C:13]1[CH:31]=[C:30]([CH:29]=[CH:28][C:14]=1[O:15][C:16]1[CH:21]=[CH:20][C:19]([CH2:22][C:23](=[O:25])[NH:47][CH2:45][CH3:44])=[CH:18][C:17]=1[O:26][CH3:27])[C:32]([NH:33][CH2:34][CH3:35])=[O:36])(=[O:11])=[O:10]. Run in C(Cl)Cl (methylene chloride). Conditions: time 24 hour. Isolated yield 80.1%. Reactants: O (water), ClCC1=C(N=C(O1)C1=CC=C(C=C1)C(F)(F)F)C (5-chloromethyl-4-methyl-2-(4-trifluoromethyl-phenyl)-oxazole), C(=O)([O-])[O-].[Cs+].[Cs+] (Cs2CO3), C(C)OC(COC1=C(C=C(C=C1)O)CCC)=O ((4-hydroxy-2-propyl-phenoxy)-acetic acid ethyl ester). The solvent is C(C)#N (acetonitrile). Conditions: time 6 hour. Product: COC(COC1=C(C=C(C=C1)OCC1=C(N=C(O1)C1=CC=C(C=C1)C(F)(F)F)C)CCC)=O ({4-[4-Methyl-2-(4-trifluoromethyl-phenyl)-oxazol-5-ylmethoxy]-2-propyl-phenoxy}-acetic acid methyl ester). Isolated yield 77.9%. As a reaction SMILES: Cl[CH2:2][C:3]1[O:7][C:6]([C:8]2[CH:13]=[CH:12][C:11]([C:14]([F:17])([F:16])[F:15])=[CH:10][CH:9]=2)=[N:5][C:4]=1[CH3:18].C([O-])([O-])=O.[Cs+].[Cs+].[CH2:25]([O:27][C:28](=[O:41])[CH2:29][O:30][C:31]1[CH:36]=[CH:35][C:34]([OH:37])=[CH:33][C:32]=1[CH2:38][CH2:39][CH3:40])C.O>C(#N)C>[CH3:25][O:27][C:28](=[O:41])[CH2:29][O:30][C:31]1[CH:36]=[CH:35][C:34]([O:37][CH2:2][C:3]2[O:7][C:6]([C:8]3[CH:13]=[CH:12][C:11]([C:14]([F:17])([F:16])[F:15])=[CH:10][CH:9]=3)=[N:5][C:4]=2[CH3:18])=[CH:33][C:32]=1[CH2:38][CH2:39][CH3:40] |f:1.2.3|. Procedure: To a suspension of 5-chloromethyl-4-methyl-2-(4-trifluoromethyl-phenyl)-oxazole (0.10 g, 0.36 mmol) and Cs2CO3 (0.24 g, 0.72 mmol) in 2 mL acetonitrile is added (4-hydroxy-2-propyl-phenoxy)-acetic acid ethyl ester (0.09 g, 0.38 mmol). The solution is stirred for 6 hrs and poured into water (10 mL) and extracted with ethyl acetate (3×15 mL). The combined organics are washed with water (10 mL) and brine (10 mL), dried (Na2SO4), filtered and concentrated in vacuo. The crude product is purified usin... The reactants are CC1(OCC(O1)CN1C2=CC=CC=C2C=2C3=C(C4=C(C12)NC=1C=CC=CC14)C(NC3=O)=O)C (12-(2,2-dimethyl-1,3-dioxolan-4-ylmethyl)-6,7,12,13-tetrahydro-5,7-dioxo-5H-indolo-[2,3-a]pyrrolo[3,4-c]carbazole), C(O)([O-])=O.[K+] (potassium hydrogen carbonate). Solvent: Cl.C(C)O (hydrochloric acid ethanol). The product is OC(CN1C2=CC=CC=C2C=2C3=C(C4=C(C12)NC=1C=CC=CC14)C(NC3=O)=O)CO (12-(2,3-Dihydroxy-1-propyl)-6,7,12,13-tetrahydro-5,7-dioxo-5H-indolo[2,3-a]pyrrolo[3,4-c]carbazole). RXN SMILES: CC1(C)[O:6][CH:5]([CH2:7][N:8]2[C:20]3[C:19]4[NH:21][C:22]5[CH:23]=[CH:24][CH:25]=[CH:26][C:27]=5[C:18]=4[C:17]4[C:28](=[O:32])[NH:29][C:30](=[O:31])[C:16]=4[C:15]=3[C:14]3[C:9]2=[CH:10][CH:11]=[CH:12][CH:13]=3)[CH2:4][O:3]1.C(=O)([O-])O.[K+]>Cl.C(O)C>[OH:6][CH:5]([CH2:4][OH:3])[CH2:7][N:8]1[C:20]2[C:19]3[NH:21][C:22]4[CH:23]=[CH:24][CH:25]=[CH:26][C:27]=4[C:18]=3[C:17]3[C:28](=[O:32])[NH:29][C:30](=[O:31])[C:16]=3[C:15]=2[C:14]2[C:9]1=[CH:10][CH:11]=[CH:12][CH:13]=2 |f:1.2,3.4|. Reported procedure: 150 mg (0.34 mmol) 12-(2,2-dimethyl-1,3-dioxolan-4-ylmethyl)-6,7,12,13-tetrahydro-5,7-dioxo-5H-indolo-[2,3-a]pyrrolo[3,4-c]carbazole in 50 ml 1N hydrochloric acid/ethanol (1:1 v/v) are stirred for 16 hours at 60° C. After cooling, the reaction mixture is neutralised with 10% potassium hydrogen carbonate solution and extracted twice with, in each case, 100 ml ethyl acetate. The ethyl acetate extracts are washed with 100 ml of water, dried over anhydrous sodium sulphate, filtered and evaporated. T... Reactants: CC1CCN(c2cc(C3CCNCC3)ccc2NC(=O)c2ccc(C#N)o2)CC1, CC(=O)OC(C)=O, ClCCl. Product: CC(=O)N1CCC(c2ccc(NC(=O)c3ccc(C#N)o3)c(N3CCC(C)CC3)c2)CC1. Reaction SMILES: [CH3:1][CH:2]1[CH2:3][CH2:4][N:5]([c:8]2[c:9]([NH:20][C:21](=[O:22])[c:23]3[o:24][c:25]([C:28]#[N:29])[cH:26][cH:27]3)[cH:10][cH:11][c:12]([CH:14]3[CH2:15][CH2:16][NH:17][CH2:18][CH2:19]3)[cH:13]2)[CH2:6][CH2:7]1.[CH3:30][C:31](=[O:32])[O:33][C:34](=[O:35])[CH3:36].[Cl:37][CH2:38][Cl:39]>>[CH3:1][CH:2]1[CH2:3][CH2:4][N:5]([c:8]2[c:9]([NH:20][C:21](=[O:22])[c:23]3[o:24][c:25]([C:28]#[N:29])[cH:26][cH:27]3)[cH:10][cH:11][c:12]([CH:14]3[CH2:15][CH2:16][N:17]([C:31]([CH3:30])=[O:32])[CH2:18][CH2:19]3)[cH:13]2)[CH2:6][CH2:7]1. Reactants: C(C)(C)(C)O[C@H](C(=O)OCC)C1=C(C2=C(N=C(S2)N2CC(OCC2)(C)C2=CC=C(C=C2)Cl)C=C1C)C1=CC=C(C=C1)Cl ((2S)-ethyl 2-tert-butoxy-2-(7-(4-chlorophenyl)-2-(2-(4-chlorophenyl)-2-methylmorpholino)-5-methylbenzo[d]thiazol-6-yl)acetate), [OH-].[Na+] (NaOH). Solvent: CO.C1CCOC1 (CH3OH THF). Run at temperature 50 celsius. Yields the product C(C)(C)(C)O[C@H](C(=O)O)C1=C(C2=C(N=C(S2)N2CC(OCC2)(C)C2=CC=C(C=C2)Cl)C=C1C)C1=CC=C(C=C1)Cl ((2S)-2-tert-butoxy-2-(7-(4-chlorophenyl)-2-(2-(4-chlorophenyl)-2-methylmorpholino)-5-methylbenzo[d]thiazol-6-yl)acetic acid). RXN SMILES: [C:1]([O:5][C@@H:6]([C:12]1[C:34]([CH3:35])=[CH:33][C:15]2[N:16]=[C:17]([N:19]3[CH2:24][CH2:23][O:22][C:21]([C:26]4[CH:31]=[CH:30][C:29]([Cl:32])=[CH:28][CH:27]=4)([CH3:25])[CH2:20]3)[S:18][C:14]=2[C:13]=1[C:36]1[CH:41]=[CH:40][C:39]([Cl:42])=[CH:38][CH:37]=1)[C:7]([O:9]CC)=[O:8])([CH3:4])([CH3:3])[CH3:2].[OH-].[Na+]>CO.C1COCC1>[C:1]([O:5][C@@H:6]([C:12]1[C:34]([CH3:35])=[CH:33][C:15]2[N:16]=[C:17]([N:19]3[CH2:24][CH2:23][O:22][C:21]([C:26]4[CH:31]=[CH:30][C:29]([Cl:32])=[CH:28][CH:27]=4)([CH3:25])[CH2:20]3)[S:18][C:14]=2[C:13]=1[C:36]1[CH:37]=[CH:38][C:39]([Cl:42])=[CH:40][CH:41]=1)[C:7]([OH:9])=[O:8])([CH3:2])([CH3:3])[CH3:4] |f:1.2,3.4|. Procedure details: To a solution of (2S)-ethyl 2-tert-butoxy-2-(7-(4-chlorophenyl)-2-(2-(4-chlorophenyl)-2-methylmorpholino)-5-methylbenzo[d]thiazol-6-yl)acetate (63.7 mg, 0.101 mmol) in CH3OH/THF (1:1, 4 mL) was added NaOH (2N, 1 mL, 2 mmol), the resulting mixture was heated at 50° C. for 14 hr. The mixture was evaporated to a small volume, acidified to pH 3 and taken into partitioned between CH2Cl2 and brine. The organic layer was separated, dried (Na2SO4), filtered and evaporated to dryness. The residue was pur...